From a dataset of the Open Reaction Database (ORD), a public repository of structured organic reaction records. describe an organic reaction: reactants, conditions, products, and yield Reactants: CC(C)(C)Cn1c(CBr)cc2cnc(C#N)nc21, CCOC(C)=O, CC(C)C1C(=O)NC(=O)N1Cc1ccc(Cl)cc1, [K+], [K+], O=C([O-])[O-], CN(C)C=O. Product: CC(C)C1C(=O)N(Cc2cc3cnc(C#N)nc3n2CC(C)(C)C)C(=O)N1Cc1ccc(Cl)cc1. RXN SMILES: [Br:1][CH2:2][c:3]1[cH:4][c:5]2[c:6]([n:7][c:8]([C:11]#[N:12])[n:9][cH:10]2)[n:13]1[CH2:14][C:15]([CH3:16])([CH3:17])[CH3:18].[CH3:48][CH2:49][O:50][C:51](=[O:52])[CH3:53].[Cl:19][c:20]1[cH:21][cH:22][c:23]([CH2:24][N:25]2[C:26](=[O:34])[NH:27][C:28](=[O:33])[CH:29]2[CH:30]([CH3:31])[CH3:32])[cH:35][cH:36]1.[K+:37].[K+:38].[O-:39][C:40]([O-:41])=[O:42].[O:43]=[CH:44][N:45]([CH3:46])[CH3:47]>>[CH2:2]([c:3]1[cH:4][c:5]2[c:6]([n:7][c:8]([C:11]#[N:12])[n:9][cH:10]2)[n:13]1[CH2:14][C:15]([CH3:16])([CH3:17])[CH3:18])[N:27]1[C:26](=[O:34])[N:25]([CH2:24][c:23]2[cH:22][cH:21][c:20]([Cl:19])[cH:36][cH:35]2)[CH:29]([CH:30]([CH3:31])[CH3:32])[C:28]1=[O:33].